From a dataset of the Open Reaction Database (ORD), a public repository of structured organic reaction records. describe an organic reaction: reactants, conditions, products, and yield The reactants are CCCCC(C)C(=O)OC, O=S(=O)(O)O. The product is CCCCC(C)C(=O)O. RXN SMILES: [CH3:1][CH:2]([C:3](=[O:4])[O:5][CH3:6])[CH2:7][CH2:8][CH2:9][CH3:10].[S:11](=[O:12])(=[O:13])([OH:14])[OH:15]>>[CH3:1][CH:2]([C:3](=[O:4])[OH:5])[CH2:7][CH2:8][CH2:9][CH3:10]. Reactants: COc1cccc(OC)c1C(=O)O, COC(=O)OC, CCOC(C)=O, C1CCC2=NCCCN2CC1, O. The product is COC(=O)c1c(OC)cccc1OC. As a reaction SMILES: [CH3:12][O:13][c:14]1[c:15]([C:16](=[O:17])[OH:18])[c:19]([O:23][CH3:24])[cH:20][cH:21][cH:22]1.[CH3:25][O:26][C:27]([O:28][CH3:29])=[O:30].[CH3:31][CH2:32][O:33][C:34]([CH3:35])=[O:36].[N:1]12[CH2:2][CH2:11][CH2:10][CH2:9][CH2:8][C:7]1=[N:6][CH2:5][CH2:4][CH2:3]2.[OH2:37]>>[CH3:2][O:18][C:16]([c:15]1[c:14]([O:13][CH3:12])[cH:22][cH:21][cH:20][c:19]1[O:23][CH3:24])=[O:17]. The reactants are FC1=CC=2C3=C(NC2C=C1)C(CN(CC3(C)C)C(C3=CC=C(C=C3)F)=O)C(=O)OCC (ethyl 9-fluoro-3-(4-fluorobenzoyl)-1,1-dimethyl-1,2,3,4,5,6-hexahydroazepino[4,5-b]indole-5-carboxylate), C(C)(C)N (isopropylamine), carboxamide, C1=CN(C=N1)C(=O)N2C=CN=C2 (CDI). Yields the product C(C)(C)NC(=O)C1=CN(CC(C2=C1NC=1C=CC(=CC21)F)(C)C)C(C2=CC=C(C=C2)F)=O (9-fluoro-3-(4-fluoro-benzoyl)-1,1-dimethyl-1,2,3,6-tetrahydroazepino-[4,5-b]indole-5-carboxylic acid isopropylamide). As a reaction SMILES: [F:1][C:2]1[CH:10]=[CH:9][C:8]2[NH:7][C:6]3[CH:11]([C:27](OCC)=[O:28])[CH2:12][N:13]([C:18](=[O:26])[C:19]4[CH:24]=[CH:23][C:22]([F:25])=[CH:21][CH:20]=4)[CH2:14][C:15]([CH3:17])([CH3:16])[C:5]=3[C:4]=2[CH:3]=1.C1N=CN(C(N2C=NC=C2)=O)C=1.[CH:44]([NH2:47])([CH3:46])[CH3:45]>>[CH:44]([NH:47][C:27]([C:11]1[C:6]2[NH:7][C:8]3[CH:9]=[CH:10][C:2]([F:1])=[CH:3][C:4]=3[C:5]=2[C:15]([CH3:17])([CH3:16])[CH2:14][N:13]([C:18](=[O:26])[C:19]2[CH:20]=[CH:21][C:22]([F:25])=[CH:23][CH:24]=2)[CH:12]=1)=[O:28])([CH3:46])[CH3:45]. Procedure: In a similar manner, ethyl 9-fluoro-3-(4-fluorobenzoyl)-1,1-dimethyl-1,2,3,4,5,6-hexahydroazepino[4,5-b]indole-5-carboxylate was saponified, converted to the corresponding carboxamide using CDI and isopropylamine, and then oxidized to give 9-fluoro-3-(4-fluoro-benzoyl)-1,1-dimethyl-1,2,3,6-tetrahydroazepino-[4,5-b]indole-5-carboxylic acid isopropylamide MS (ESI): 438 (MH+). Starting materials: solution, CC[Mg+].[Br-] (EtMgBr), CSSC (dimethyl disulphide), C(CC)SC=1N(C(=C(N1)Br)Br)COCC[Si](C)(C)C (2n-propylthio 4,5-dibromo 1-[(2-(trimethylsilyl) ethoxy) methyl]1H-imidazole), [NH4+].[Cl-] (NH4Cl). Reported procedure: 2.4 g of the expected product from Stage B is dissolved in 25 cm3 of anhydrous THF. 3 ml of a 3M solution of EtMgBr in ether is added. After 1 hour at ambient temperature, 1.08 cm3 of dimethyl disulphide is added and the reaction medium is left for 1 hour at ambient temperature followed by hydrolysis with saturated NH4Cl, extraction with AcOEt, drying and evaporating to dryness. Run at time 1 hour. Product: C(CC)SC=1N(C(=C(N1)Br)SC)COCC[Si](C)(C)C (2n-propylthio 4-bromo 5-methylthio 1-[(2-(trimethylsilyl) ethoxy) methyl]1H-imidazole). Run in CCOCC (ether), C1CCOC1 (THF), CCOC(=O)C (AcOEt). Reaction SMILES: [CH2:1]([S:4][C:5]1[N:6]([CH2:12][O:13][CH2:14][CH2:15][Si:16]([CH3:19])([CH3:18])[CH3:17])[C:7](Br)=[C:8]([Br:10])[N:9]=1)[CH2:2][CH3:3].CC[Mg+].[Br-].[CH3:24][S:25]SC.[NH4+].[Cl-]>C1COCC1.CCOCC.CCOC(C)=O>[CH2:1]([S:4][C:5]1[N:6]([CH2:12][O:13][CH2:14][CH2:15][Si:16]([CH3:19])([CH3:18])[CH3:17])[C:7]([S:25][CH3:24])=[C:8]([Br:10])[N:9]=1)[CH2:2][CH3:3] |f:1.2,4.5|. The reactants are [BH3-]C#N.[Na+] (NaBH3CN), COC(\C=C\C=1C=CC2=C(C(NC3(CN(CCC3)C(=O)OC(C)(C)C)O2)=O)C1)=O ((±)-(E)-3-{1′-tert-butoxycarbonyl-3,4-dihydro-4-oxo-spiro[2H-(1,3)-benzoxazine-2,3′-piperidin]-6-yl}-acrylic acid methyl ester), FC1=CC=C(C=O)C=C1 (4-fluorobenzaldehyde). As a reaction SMILES: [CH3:1][O:2][C:3](=[O:29])/[CH:4]=[CH:5]/[C:6]1[CH:7]=[CH:8][C:9]2[O:26][C:13]3([CH2:18][CH2:17][CH2:16][N:15]([C:19](OC(C)(C)C)=O)[CH2:14]3)[NH:12][C:11](=[O:27])[C:10]=2[CH:28]=1.[F:30][C:31]1[CH:38]=[CH:37][C:34](C=O)=[CH:33][CH:32]=1.[BH3-]C#N.[Na+]>>[CH3:1][O:2][C:3](=[O:29])/[CH:4]=[CH:5]/[C:6]1[CH:7]=[CH:8][C:9]2[O:26][C:13]3([CH2:18][CH2:17][CH2:16][N:15]([CH2:19][C:34]4[CH:37]=[CH:38][C:31]([F:30])=[CH:32][CH:33]=4)[CH2:14]3)[NH:12][C:11](=[O:27])[C:10]=2[CH:28]=1 |f:2.3|. Reported procedure: (±)-(E)-3-{1′-(4-Fluoro-benzyl)-3,4-dihydro-4-oxo-spiro[2H-(1,3)-benzoxazine-2,3′-piperidin]-6-yl}-acrylic acid methyl ester was synthesized starting from Intermediate 5 (339 mg, 1.00 mmol), according to the procedure described in Example 40, Step A, using 4-fluorobenzaldehyde (0.13 ml, 1.2 mmol) and NaBH3CN (76 mg, 1.2 mmol). The product was obtained as a white solid (320 mg). The product is COC(\C=C\C=1C=CC2=C(C(NC3(CN(CCC3)CC3=CC=C(C=C3)F)O2)=O)C1)=O ((±)-(E)-3-{1′-(4-Fluoro-benzyl)-3,4-dihydro-4-oxo-spiro[2H-(1,3)-benzoxazine-2,3′-piperidin]-6-yl}-acrylic acid methyl ester), solid. The reactants are ClC=1NC2=C(N1)C=C(C(=C2)Cl)Cl (2,5,6-Trichlorobenzimidazole), [Si](C)(C)(C)S(=O)(=O)C(F)(F)F (TMSTf), C(C)(=O)O[C@H]1[C@H](OC(C2=CC=CC=C2)=O)[C@H](OC(C2=CC=CC=C2)=O)[C@H](O1)COC(C1=CC=CC=C1)=O (1-O-acetyl-2,3,5-tri-O-benzoyl-β-D-ribofuranose), FC(C(O[Si](C)(C)C)=N[Si](C)(C)C)(F)F (BSTFA). The solvent is C(C)#N (acetonitrile). Conditions: temperature 75 celsius, time 45 minute. The product is ClC1=NC2=C(N1[C@H]1[C@H](O)[C@H](O)[C@H](O1)CO)C=C(C(=C2)Cl)Cl (2,5,6-Trichloro-1-(β-D-ribofuranosyl)benzimidazole). Reaction SMILES: [Cl:1][C:2]1[NH:3][C:4]2[CH:10]=[C:9]([Cl:11])[C:8]([Cl:12])=[CH:7][C:5]=2[N:6]=1.FC(F)(F)C(=N[Si](C)(C)C)O[Si](C)(C)C.[Si](S(C(F)(F)F)(=O)=O)(C)(C)C.C(O[C@@H:43]1[O:65][C@H:64]([CH2:66][O:67]C(=O)C2C=CC=CC=2)[C@@H:54]([O:55]C(=O)C2C=CC=CC=2)[C@H:44]1[O:45]C(=O)C1C=CC=CC=1)(=O)C>C(#N)C>[Cl:1][C:2]1[N:3]([C@@H:43]2[O:65][C@H:64]([CH2:66][OH:67])[C@@H:54]([OH:55])[C@H:44]2[OH:45])[C:4]2[CH:10]=[C:9]([Cl:11])[C:8]([Cl:12])=[CH:7][C:5]=2[N:6]=1. Procedure: 2,5,6-Trichlorobenzimidazole (700 mg, 0.0032 moles) was dissolved in acetonitrile and BSTFA (1 ml, 0.0038 moles) was added. The mixture was heated at 75° C. for 20 minutes. TMSTf (1 ml, 0.0051 moles) and 1-O-acetyl-2,3,5-tri-O-benzoyl-β-D-ribofuranose (1.9 g, 0.0038 moles) were added while heating was continued for 45 min. The acetonitrile was removed under reduced pressure and the protected nucleoside was separated on a silica column, eluting with chloroform. The benzoyl protecting groups were ... The reactants are Cl (HCl), ClC1=CC=C2C(=N1)SC(=N2)OC (5-chloro-2-methoxy[1,3]thiazolo[5,4-b]pyridine), O1CCOCC1 (1,4-dioxane), solution. Run in O (water), O (water). Conditions: temperature 95 celsius, time 20 minute. Product: ClC1=CC=C2C(=N1)SC(N2)=O (5-chloro[1,3]thiazolo[5,4-b]pyridin-2(1H)-one). Reaction SMILES: [Cl:1][C:2]1[N:7]=[C:6]2[S:8][C:9]([O:11]C)=[N:10][C:5]2=[CH:4][CH:3]=1.O1CCOCC1.Cl>O>[Cl:1][C:2]1[N:7]=[C:6]2[S:8][C:9](=[O:11])[NH:10][C:5]2=[CH:4][CH:3]=1. Procedure details: To round bottom flask was added give 5-chloro-2-methoxy[1,3]thiazolo[5,4-b]pyridine (1-3) (5.76 g, 28.7 mmol), 1,4-dioxane (90 mL), and a 6N solution of HCl in water (23.9 mL, 144 mmol). The reaction mixture was then heated to 95° C. while stirring in a hot oil bath with a water cooled reflux condenser attached under an atmosphere of nitrogen for 20 minutes. The crude reaction mixture was then allowed to cool to room temperature, diluted methanol and concentrated to give 5-chloro[1,3]thiazolo[5,...